Task: describe an organic reaction: reactants, conditions, products, and yield. Dataset: the Open Reaction Database (ORD), a public repository of structured organic reaction records Starting materials: C=CCc1ccc(OCC(=O)OC)c(OCC(=O)OCC)c1, Cl, [H-], [Na+], C1CCOC1, O. The product is C=CCc1ccc2c(c1)OCC(=O)CO2. Reaction SMILES: [CH2:1]([CH:2]=[CH2:3])[c:4]1[cH:5][c:6]([O:16][CH2:17][C:18]([O:20][CH2:19][CH3:21])=[O:22])[c:7]([O:8][CH2:9][C:10]([O:11][CH3:12])=[O:13])[cH:14][cH:15]1.[ClH:26].[H-:23].[Na+:24].[O:27]1[CH2:28][CH2:29][CH2:30][CH2:31]1.[OH2:25]>>[CH2:1]([CH:2]=[CH2:3])[c:4]1[cH:5][c:6]2[c:7]([cH:14][cH:15]1)[O:8][CH2:9][C:18](=[O:20])[CH2:17][O:16]2.